This data is from the Open Reaction Database (ORD), a public repository of structured organic reaction records. The task is: describe an organic reaction: reactants, conditions, products, and yield Starting materials: FC1=CC=C(C=C1)OC(N(C)[C@@H]1CN(C[C@H]1C1=CC=C(C=C1)Cl)C(=O)C1CCN(CC1)C1=NC=C(C=C1)O)=O ([(3S,4R)-4-(4-Chloro-phenyl)-1-(5′-hydroxy-3,4,5,6-tetrahydro-2H-[1,2′]bipyridinyl-4-carbonyl)-pyrrolidin-3-yl]-methyl-carbamic acid 4-fluoro-phenyl ester), C(C)(=O)Cl (acetyl chloride). The product is ClC1=CC=C(C=C1)[C@@H]1CN(C[C@H]1N(C)C(=O)OC1=CC=C(C=C1)F)C(=O)C1CCN(CC1)C1=NC=C(C=C1)OC(C)=O (Acetic acid 4-{(3R,4S)-3-(4-chloro-phenyl)-4-[(4-fluoro-phenoxycarbonyl)-methyl-amino]-pyrrolidine-1-carbonyl}-3,4,5,6-tetrahydro-2H-[1,2′]bipyridinyl-5′-yl ester). Reaction SMILES: [F:1][C:2]1[CH:7]=[CH:6][C:5]([O:8][C:9](=[O:39])[N:10]([C@H:12]2[C@H:16]([C:17]3[CH:22]=[CH:21][C:20]([Cl:23])=[CH:19][CH:18]=3)[CH2:15][N:14]([C:24]([CH:26]3[CH2:31][CH2:30][N:29]([C:32]4[CH:37]=[CH:36][C:35]([OH:38])=[CH:34][N:33]=4)[CH2:28][CH2:27]3)=[O:25])[CH2:13]2)[CH3:11])=[CH:4][CH:3]=1.[C:40](Cl)(=[O:42])[CH3:41]>>[Cl:23][C:20]1[CH:19]=[CH:18][C:17]([C@H:16]2[C@H:12]([N:10]([C:9]([O:8][C:5]3[CH:6]=[CH:7][C:2]([F:1])=[CH:3][CH:4]=3)=[O:39])[CH3:11])[CH2:13][N:14]([C:24]([CH:26]3[CH2:31][CH2:30][N:29]([C:32]4[CH:37]=[CH:36][C:35]([O:38][C:40](=[O:42])[CH3:41])=[CH:34][N:33]=4)[CH2:28][CH2:27]3)=[O:25])[CH2:15]2)=[CH:22][CH:21]=1. Procedure details: A mixture of [(3S,4R)-4-(4-Chloro-phenyl)-1-(5′-hydroxy-3,4,5,6-tetrahydro-2H-[1,2′]bipyridinyl-4-carbonyl)-pyrrolidin-3-yl]-methyl-carbamic acid 4-fluoro-phenyl ester (example 320, crude) was treated with acetyl chloride and the mixture was purified by preparative HPLC on reversed phase eluting with a gradient formed from acetonitrile, water and NEt3 to yield after evaporation of the product containing fractions the title compound as light yellow solid. MS m/e: 595.4 [M+H]+. Starting materials: COC1=CC=C(C=C1)[C@@H]1[C@@H]2[C@H]3CCC(C=C3CC[C@H]2[C@@H]2CCC([C@@]2(C)C1)=O)=O (11β-(4-methoxyphenyl)-4-oestrene-3,17-dione), C(C)OC(OCC)OCC (orthoformic acid triethyl ester), C(O)([O-])=O.[Na+] (sodium hydrogen carbonate), C1(=CC=C(C=C1)S(=O)(=O)O)C (p-toluenesulphonic acid). The solvent is C(Cl)Cl (methylene chloride), C(C)O (ethanol). Conditions: time 3.5 hour. The product is C(C)OC1=CC2=CC[C@H]3[C@@H]4CCC([C@@]4(C)C[C@@H]([C@@H]3[C@H]2CC1)C1=CC=C(C=C1)OC)=O (3-ethoxy-11β-(4-methoxyphenyl)-3,5-oestradien-17-one). RXN SMILES: [CH3:1][O:2][C:3]1[CH:8]=[CH:7][C:6]([C@H:9]2[CH2:26][C@@:24]3([CH3:25])[C@@H:20]([CH2:21][CH2:22][C:23]3=[O:27])[C@H:19]3[C@H:10]2[C@@H:11]2[C:16]([CH2:17][CH2:18]3)=[CH:15][C:14](=[O:28])[CH2:13][CH2:12]2)=[CH:5][CH:4]=1.[CH2:29](OC(OCC)OCC)[CH3:30].C1(C)C=CC(S(O)(=O)=O)=CC=1.C(=O)([O-])O.[Na+]>C(Cl)Cl.C(O)C>[CH2:29]([O:28][C:14]1[CH2:13][CH2:12][C@H:11]2[C:16](=[CH:17][CH2:18][C@@H:19]3[C@@H:10]2[C@@H:9]([C:6]2[CH:7]=[CH:8][C:3]([O:2][CH3:1])=[CH:4][CH:5]=2)[CH2:26][C@@:24]2([CH3:25])[C@H:20]3[CH2:21][CH2:22][C:23]2=[O:27])[CH:15]=1)[CH3:30] |f:3.4|. Procedure: 10 g of 11β-(4-methoxyphenyl)-4-oestrene-3,17-dione are placed in a mixture of 260 ml of absolute methylene chloride, 29 ml of ethanol and 26.4 ml of orthoformic acid triethyl ester and, at 0° C., 100 mg of p-toluenesulphonic acid (monohydrate) are added. The whole is then stirred for 3.5 hours at ice-bath temperature and then an excess of saturated sodium hydrogen carbonate solution is added to the reaction mixture. The aqueous phase is extracted repeatedly with methylene chloride and the combi... The product is C(C1=CC=CC=C1)OC/C=C/CO ((E)-4-benzyloxy-2-buten-1-ol). Procedure: 3.9 g of (Z)-4-benzyloxy-2-butenal was dissolved in 60 ml of ethanol, and 850 mg of sodium borohydride was added thereto at 0° C. under stirring. The mixture was stirred at 0° C. for 1.5 hours. The reaction solution was poured into ice water and extracted with ethyl acetate. The ethyl acetate solution was washed sequentially with water and with a saturated sodium chloride aqueous solution and dried over anhydrous sodium sulfate. Then, the solvent was distilled off under reduced pressure, and the... Conditions: temperature 0 celsius. Reactants: [BH4-].[Na+] (sodium borohydride), C(C1=CC=CC=C1)OC\C=C/C=O ((Z)-4-benzyloxy-2-butenal), ice water. Isolated yield 55.8%. As a reaction SMILES: [CH2:1]([O:8][CH2:9]/[CH:10]=[CH:11]\[CH:12]=[O:13])[C:2]1[CH:7]=[CH:6][CH:5]=[CH:4][CH:3]=1.[BH4-].[Na+]>C(O)C>[CH2:1]([O:8][CH2:9]/[CH:10]=[CH:11]/[CH2:12][OH:13])[C:2]1[CH:7]=[CH:6][CH:5]=[CH:4][CH:3]=1 |f:1.2|. The solvent is C(C)O (ethanol). Starting materials: O=S1(CC(CC1)C(=O)O)=O (1,1-Dioxo-tetrahydrothiophene-3-carboxylic acid). Solvent: O1CCCC1 (tetrahydrofuran). Reaction conditions: temperature 0 celsius, time 1 hour. Yields the product O=S1(CC(CC1)CO)=O ((1,1-Dioxo-tetrahydrothiophen-3-yl)methanol). RXN SMILES: [O:1]=[S:2]1(=[O:10])[CH2:6][CH2:5][CH:4]([C:7](O)=[O:8])[CH2:3]1>O1CCCC1>[O:1]=[S:2]1(=[O:10])[CH2:6][CH2:5][CH:4]([CH2:7][OH:8])[CH2:3]1. Reported procedure: 1,1-Dioxo-tetrahydrothiophene-3-carboxylic acid (300 mg) is dissolved in dry tetrahydrofuran (10 mL). The reaction mixture is cooled to 0° C. and borane tetrahydrofuran complex (2 mL) is added dropwise. After stirring for 1 hour at 0° C., the mixture is concentrated under vacuum, partitioned between dichloromethane and water. The organic phase is dried (MgSO4) and concentrated to give the title compound. Yield: 250 mg. The reactants are C(=O)(C(F)(F)F)O (TFA), CC(C(=O)OC(C)(C)C)C1(C(N(CC1)CCC1=CC=CC=C1)=O)CC(C)C (tert-butyl α-methyl-3-(2-methylpropyl)-2-oxo-1-(2-phenylethyl)-3-pyrrolidineacetate). The solvent is C(Cl)Cl (CH2Cl2). Reaction conditions: temperature 0 celsius, time 1.5 hour. Yields the product CC(C(=O)O)C1(C(N(CC1)CCC1=CC=CC=C1)=O)CC(C)C (α-Methyl-3-(2-methylpropyl)-2-oxo-1-(2-phenylethyl)-3-pyrrolidineacetic Acid). Isolated yield 11.9%. RXN SMILES: C(O)(C(F)(F)F)=O.[CH3:8][CH:9]([C:17]1([CH2:31][CH:32]([CH3:34])[CH3:33])[CH2:21][CH2:20][N:19]([CH2:22][CH2:23][C:24]2[CH:29]=[CH:28][CH:27]=[CH:26][CH:25]=2)[C:18]1=[O:30])[C:10]([O:12]C(C)(C)C)=[O:11]>C(Cl)Cl>[CH3:8][CH:9]([C:17]1([CH2:31][CH:32]([CH3:34])[CH3:33])[CH2:21][CH2:20][N:19]([CH2:22][CH2:23][C:24]2[CH:25]=[CH:26][CH:27]=[CH:28][CH:29]=2)[C:18]1=[O:30])[C:10]([OH:12])=[O:11]. Procedure: TFA (10.0 mL) is added to a solution of tert-butyl α-methyl-3-(2-methylpropyl)-2-oxo-1-(2-phenylethyl)-3-pyrrolidineacetate (780 mg, 2.09 mmol) and CH2Cl2 (10 mL) at 0° C. The solution is stirred for 2.5 hours at 0° C. and 1.5 hours at room temperature. After concentration, the residue is partitioned between EtOAc and water. The organic layer is extracted several times with 10% NaOH, the combined basic layers acidified (4N HCl), and the acidic layers extracted several times with CH2Cl2. The CH2C... Reactants: COCN(c1cc(Cl)cnc1C(=O)c1ccnc(C)c1)S(=O)(=O)c1ccc(Cl)c(C(F)(F)F)c1, Cl, C1COCCO1, O. Product: Cc1cc(C(=O)c2ncc(Cl)cc2NS(=O)(=O)c2ccc(Cl)c(C(F)(F)F)c2)ccn1. As a reaction SMILES: [Cl:1][c:2]1[c:3]([C:31]([F:32])([F:33])[F:34])[cH:4][c:5]([S:8](=[O:9])(=[O:10])[N:11]([CH2:12][O:13][CH3:14])[c:15]2[c:16]([C:22](=[O:23])[c:24]3[cH:25][c:26]([CH3:30])[n:27][cH:28][cH:29]3)[n:17][cH:18][c:19]([Cl:21])[cH:20]2)[cH:6][cH:7]1.[ClH:36].[O:37]1[CH2:38][CH2:39][O:40][CH2:41][CH2:42]1.[OH2:35]>>[Cl:1][c:2]1[c:3]([C:31]([F:32])([F:33])[F:34])[cH:4][c:5]([S:8](=[O:9])(=[O:10])[NH:11][c:15]2[c:16]([C:22](=[O:23])[c:24]3[cH:25][c:26]([CH3:30])[n:27][cH:28][cH:29]3)[n:17][cH:18][c:19]([Cl:21])[cH:20]2)[cH:6][cH:7]1. Reactants: NC[C@H](CC)O ((S)-1-Aminobutan-2-ol), C(C)(C)(C)[Si](C)(C)Cl (tert-butylchlorodimethylsilane), N1C=NC=C1 (imidazole). Solvent: CN(C)C=O (DMF). Run at time 24 hour. Product: [Si](C)(C)(C(C)(C)C)O[C@H](CN)CC ((S)-2-(tert-Butyldimethylsilyloxy)butan-1-amine). Reaction SMILES: [NH2:1][CH2:2][C@@H:3]([OH:6])[CH2:4][CH3:5].[C:7]([Si:11](Cl)([CH3:13])[CH3:12])([CH3:10])([CH3:9])[CH3:8].N1C=CN=C1>CN(C=O)C>[Si:11]([O:6][C@@H:3]([CH2:4][CH3:5])[CH2:2][NH2:1])([C:7]([CH3:10])([CH3:9])[CH3:8])([CH3:13])[CH3:12]. Reported procedure: To the product from step (ii) (310 mg) in DMF (10 mL), tert-butylchlorodimethylsilane (734 mg) was added followed by imidazole (474 mg) and stirred at rt for 24 h. The mixture was washed with water and extracted with EtOAc, dried and the solvent removed to give the subtitle compound as a yellow oil, 610 mg. Starting materials: NNC(=O)c1cccnc1, CO, [K+], O=Cc1c(-c2cccc([N+](=O)[O-])c2)nc2sc3c(n12)CCCC3, [OH-], O. Yields the product O=C(NN=Cc1c(-c2cccc([N+](=O)[O-])c2)nc2sc3c(n12)CCCC3)c1cccnc1. RXN SMILES: [C:24]([c:25]1[cH:26][n:27][cH:28][cH:29][cH:30]1)(=[O:31])[NH:32][NH2:33].[CH3:37][OH:38].[K+:35].[N+:1](=[O:2])([O-:3])[c:4]1[cH:5][c:6](-[c:10]2[n:11][c:12]3[s:13][c:14]4[c:15]([n:16]3[c:17]2[CH:18]=[O:19])[CH2:20][CH2:21][CH2:22][CH2:23]4)[cH:7][cH:8][cH:9]1.[OH-:34].[OH2:36]>>[N+:1](=[O:2])([O-:3])[c:4]1[cH:5][c:6](-[c:10]2[n:11][c:12]3[s:13][c:14]4[c:15]([n:16]3[c:17]2[CH:18]=[N:33][NH:32][C:24]([c:25]2[cH:26][n:27][cH:28][cH:29][cH:30]2)=[O:31])[CH2:20][CH2:21][CH2:22][CH2:23]4)[cH:7][cH:8][cH:9]1.